The task is: describe an organic reaction: reactants, conditions, products, and yield. This data is from the Open Reaction Database (ORD), a public repository of structured organic reaction records. Starting materials: CNc1cc(Nc2ccc(N3CCOCC3)cc2)ncn1, O=C=Nc1c(Cl)cccc1Cl, C1COCCO1. Yields the product CN(C(=O)Nc1c(Cl)cccc1Cl)c1cc(Nc2ccc(N3CCOCC3)cc2)ncn1. As a reaction SMILES: [CH3:1][NH:2][c:3]1[n:4][cH:5][n:6][c:7]([NH:9][c:10]2[cH:11][cH:12][c:13]([N:16]3[CH2:17][CH2:18][O:19][CH2:20][CH2:21]3)[cH:14][cH:15]2)[cH:8]1.[Cl:22][c:23]1[c:24]([N:30]=[C:31]=[O:32])[c:25]([Cl:29])[cH:26][cH:27][cH:28]1.[O:33]1[CH2:34][CH2:35][O:36][CH2:37][CH2:38]1>>[CH3:1][N:2]([c:3]1[n:4][cH:5][n:6][c:7]([NH:9][c:10]2[cH:11][cH:12][c:13]([N:16]3[CH2:17][CH2:18][O:19][CH2:20][CH2:21]3)[cH:14][cH:15]2)[cH:8]1)[C:31]([NH:30][c:24]1[c:23]([Cl:22])[cH:28][cH:27][cH:26][c:25]1[Cl:29])=[O:32]. Reactants: CC1C(=NNC(S1)=O)C=1C=C2CC(NC2=CC1)=O (5-(3,6-dihydro-6-methyl-2-oxo-2H-1,3,4-thiadiazin-5-yl)-1,3-dihydro-2H-indol-2-one), N1=C(C=CC=C1)C=O (pyridine 2-carboxaldehyde). The product is CC1C(=NNC(S1)=O)C=1C=C2C(C(NC2=CC1)=O)=CC1=NC=CC=C1 (1,3-Dihydro-5-(3,6-dihydro-6-methyl-2-oxo-2H-1,3,4-thiadiazin-5-yl)-3-(2-pyridylmethylene)-2H-indol-2-one). Isolated yield 77.0%. As a reaction SMILES: [CH3:1][CH:2]1[S:7][C:6](=[O:8])[NH:5][N:4]=[C:3]1[C:9]1[CH:10]=[C:11]2[C:15](=[CH:16][CH:17]=1)[NH:14][C:13](=[O:18])[CH2:12]2.[N:19]1[CH:24]=[CH:23][CH:22]=[CH:21][C:20]=1[CH:25]=O>>[CH3:1][CH:2]1[S:7][C:6](=[O:8])[NH:5][N:4]=[C:3]1[C:9]1[CH:10]=[C:11]2[C:15](=[CH:16][CH:17]=1)[NH:14][C:13](=[O:18])[C:12]2=[CH:25][C:20]1[CH:21]=[CH:22][CH:23]=[CH:24][N:19]=1. Procedure details: Starting from 5-(3,6-dihydro-6-methyl-2-oxo-2H-1,3,4-thiadiazin-5-yl)-1,3-dihydro-2H-indol-2-one and pyridine 2-carboxaldehyde and following the method described in Example 10, the desired compound was obtained. Reactants: C1(CC1)NC=C(C(=O)OCC)C(C1=C(C=C(C(=C1)F)C1CCN(CC1)C)F)=O (ethyl α-[(cyclopropylamino)methylene]-2,5-difluoro-4-(1-methyl-4-piperidinyl)-β-oxobenzenepropanoate), CC(C)([O-])C.[K+] (potassium t-butoxide). Run in C(C)(C)(C)O (t-butyl alcohol). Run at temperature 65 celsius. Yields the product C1(CC1)N1C=C(C(C2=CC(=C(C=C12)C1CCN(CC1)C)F)=O)C(=O)OCC (Ethyl 1-cyclopropyl-6-fluoro-1,4-dihydro-7-(1-methyl-4-piperidinyl)-4-oxo-3-quinolinecarboxylate). Reaction SMILES: [CH:1]1([NH:4][CH:5]=[C:6]([C:12](=[O:28])[C:13]2[CH:18]=[C:17]([F:19])[C:16]([CH:20]3[CH2:25][CH2:24][N:23]([CH3:26])[CH2:22][CH2:21]3)=[CH:15][C:14]=2F)[C:7]([O:9][CH2:10][CH3:11])=[O:8])[CH2:3][CH2:2]1.CC(C)([O-])C.[K+]>C(O)(C)(C)C>[CH:1]1([N:4]2[C:14]3[C:13](=[CH:18][C:17]([F:19])=[C:16]([CH:20]4[CH2:25][CH2:24][N:23]([CH3:26])[CH2:22][CH2:21]4)[CH:15]=3)[C:12](=[O:28])[C:6]([C:7]([O:9][CH2:10][CH3:11])=[O:8])=[CH:5]2)[CH2:3][CH2:2]1 |f:1.2|. Procedure: A solution of 3.91 g (10 mmoles) of ethyl α-[(cyclopropylamino)methylene]-2,5-difluoro-4-(1-methyl-4-piperidinyl)-β-oxobenzenepropanoate in 50 ml of t-butyl alcohol was treated with 1.23 g (11 mmoles) of potassium t-butoxide and heated at 65° C. for 11/2 hours. The mixture was evaporated under vacuum and the residue was stirred in 50 ml of water and neutralized with 1 N HCl. After extraction with chloroform the organic layer was dried (MgSO4) and evaporated to afford the title compound. Starting materials: COc1ccccc1N, COc1ccc2c(c1)CCn1c-2cc(Cl)nc1=O. The product is COc1ccc2c(c1)CCn1c-2cc(Nc2ccccc2OC)nc1=O. As a reaction SMILES: [CH3:19][O:20][c:21]1[c:22]([NH2:23])[cH:24][cH:25][cH:26][cH:27]1.[Cl:1][c:2]1[n:3][c:4](=[O:18])[n:5]2[c:6]([cH:17]1)-[c:7]1[cH:8][cH:9][c:10]([O:15][CH3:16])[cH:11][c:12]1[CH2:13][CH2:14]2>>[c:2]1([NH:23][c:22]2[c:21]([O:20][CH3:19])[cH:27][cH:26][cH:25][cH:24]2)[n:3][c:4](=[O:18])[n:5]2[c:6]([cH:17]1)-[c:7]1[cH:8][cH:9][c:10]([O:15][CH3:16])[cH:11][c:12]1[CH2:13][CH2:14]2. Starting materials: NCCO (2-aminoethanol), [H-].[Na+] (sodium hydride), ClC=1N=NC(=CC1)Cl (3,6-dichloropyridazine). Solvent: C1=CC=CC=C1 (benzene). Yields the product Cl.NCCOC=1N=NC(=CC1)Cl (3-(2-aminoethoxy)-6-chloropyridazine hydrochloride). The yield is 54.2%. RXN SMILES: [H-].[Na+].[NH2:3][CH2:4][CH2:5][OH:6].[Cl:7][C:8]1[N:9]=[N:10][C:11](Cl)=[CH:12][CH:13]=1>C1C=CC=CC=1>[ClH:7].[NH2:3][CH2:4][CH2:5][O:6][C:11]1[N:10]=[N:9][C:8]([Cl:7])=[CH:13][CH:12]=1 |f:0.1,5.6|. Procedure: To a suspension of 4.2 g of 61% sodium hydride in 100 ml of benzene was added dropwise 6.2 g of 2-aminoethanol at room temperature. Then, 15 g of 3,6-dichloropyridazine was added, and the mixture was refluxed for 1 hour. After cooling, the reaction mixture was washed with water, and dried over magnesium sulfate. After evaporating the solvent, the residue was treated with hydrogen chrolide-ether solution to give 5.73 g of 3-(2-aminoethoxy)-6-chloropyridazine hydrochloride as crystals. Starting materials: BrC=1C=C(C(=O)C=2C(=NC(=CC2)C)NCC)C=CC1 (3-(3-bromobenzoyl)-2-ethylamino-6-methylpyridine), C1(CCCC(=O)O1)=O (glutaric anhydride), Cl (hydrochloric acid). The solvent is O (water). Conditions: temperature 150 celsius. Yields the product BrC=1C=C(C=CC1)C1=C(C(N(C2=NC(=CC=C12)C)CC)=O)CCC(=O)O (3-[4-(3-bromophenyl)-1-ethyl-7-methyl-2-oxo-1,2-dihydro-1,8-naphthyridin-3-yl]propanoic acid). Yield: 64.1%. Reaction SMILES: [Br:1][C:2]1[CH:3]=[C:4]([CH:17]=[CH:18][CH:19]=1)[C:5]([C:7]1[C:8]([NH:14][CH2:15][CH3:16])=[N:9][C:10]([CH3:13])=[CH:11][CH:12]=1)=O.[C:20]1(=[O:27])[O:26][C:24](=[O:25])[CH2:23][CH2:22][CH2:21]1.Cl>O>[Br:1][C:2]1[CH:3]=[C:4]([C:5]2[C:7]3[C:8](=[N:9][C:10]([CH3:13])=[CH:11][CH:12]=3)[N:14]([CH2:15][CH3:16])[C:24](=[O:25])[C:23]=2[CH2:22][CH2:21][C:20]([OH:26])=[O:27])[CH:17]=[CH:18][CH:19]=1. Procedure details: A mixture of 1.2 g of 3-(3-bromobenzoyl)-2-ethylamino-6-methylpyridine and 2.1 g of glutaric anhydride was stirred under heating at 150° C. for 15 hours. After cooling to room temperature, 10 ml of 1M hydrochloric acid was added thereto and the whole was heated under reflux for 1 hour. After cooling to room temperature, the reaction mixture was diluted with water and extracted with ethyl acetate. The organic layer was washed with saturated brine and then the solvent was evaporated. To the residu... The solvent is O (water), C(C)(=O)OCC (ethyl acetate). Isolated yield 72.9%. Yields the product O=C1N(C2=CC=CC=C2N=C1)CCCC1(CCN(CC1)CCSC=1SC=CC1)C(=O)OCC (ethyl 4-(3-(2-oxoquinoxalin-1(2H)-yl)propyl)-1-(2-(2-thienylthio)ethyl)piperidine-4-carboxylate). Reaction conditions: temperature 52.5 celsius, time 1 hour. RXN SMILES: CN(C)C=O.[O:6]=[C:7]1[CH:16]=[N:15][C:14]2[C:9](=[CH:10][CH:11]=[CH:12][CH:13]=2)[N:8]1[CH2:17][CH2:18][CH2:19][C:20]1([C:26]([O:28][CH2:29][CH3:30])=[O:27])[CH2:25][CH2:24][NH:23][CH2:22][CH2:21]1.Br[CH2:32][CH2:33][S:34][C:35]1[S:36][CH:37]=[CH:38][CH:39]=1.C(=O)([O-])[O-].[K+].[K+]>O.C(OCC)(=O)C>[O:6]=[C:7]1[CH:16]=[N:15][C:14]2[C:9](=[CH:10][CH:11]=[CH:12][CH:13]=2)[N:8]1[CH2:17][CH2:18][CH2:19][C:20]1([C:26]([O:28][CH2:29][CH3:30])=[O:27])[CH2:25][CH2:24][N:23]([CH2:32][CH2:33][S:34][C:35]2[S:36][CH:37]=[CH:38][CH:39]=2)[CH2:22][CH2:21]1 |f:3.4.5|. The reactants are CN(C=O)C (N,N-dimethylformamide), O=C1N(C2=CC=CC=C2N=C1)CCCC1(CCNCC1)C(=O)OCC (ethyl 4-(3-(2-oxoquinoxalin-1(2H)-yl)propyl)piperidine-4-carboxylate), BrCCSC=1SC=CC1 (2-(2-bromoethylthio)thiophene), C([O-])([O-])=O.[K+].[K+] (potassium carbonate), BrCCSC=1SC=CC1 (2-(2-bromoethylthio)thiophene). Reported procedure: To 2 mL of an N,N-dimethylformamide solution containing 95 mg of ethyl 4-(3-(2-oxoquinoxalin-1(2H)-yl)propyl)piperidine-4-carboxylate, 69 mg of 2-(2-bromoethylthio)thiophene and 84 mg of potassium carbonate were added at room temperature, and stirred at 50-55° C. for 1 hour. Additional 35 mg of 2-(2-bromoethylthio)thiophene was added and stirred at 50-55° C. for 1 hour, then stirred at 60° C. for 1 hour. The mixture was cooled to the room temperature, ethyl acetate and water were added, the orga... Reactants: C(C)I (ethyl iodide), FC(C(=O)N(CCC)C1CC2=CC(=CC=C2CC1)O)(F)F (2,2,2-trifluoro-N-(7-hydroxy-1,2,3,4-tetrahydro-naphthalen-2-yl)-N-propyl-acetamide), CC(C)([O-])C.[K+] (potassium t-butoxide). Solvent: CS(=O)C (DMSO), CS(=O)C (DMSO). Run at time 30 minute. The product is C(C)OC1=CC=C2CCC(CC2=C1)N(C(C(F)(F)F)=O)CCC (N-(7-ethoxy-1,2,3,4-tetrahydro-naphthalen-2-yl)-2,2,2-trifluoro-N-propyl-acetamide). The yield is 60.4%. RXN SMILES: [F:1][C:2]([F:21])([F:20])[C:3]([N:5]([CH:9]1[CH2:18][CH2:17][C:16]2[C:11](=[CH:12][C:13]([OH:19])=[CH:14][CH:15]=2)[CH2:10]1)[CH2:6][CH2:7][CH3:8])=[O:4].[CH3:22][C:23](C)([O-])C.[K+].C(I)C>CS(C)=O>[CH2:22]([O:19][C:13]1[CH:12]=[C:11]2[C:16]([CH2:17][CH2:18][CH:9]([N:5]([CH2:6][CH2:7][CH3:8])[C:3](=[O:4])[C:2]([F:20])([F:21])[F:1])[CH2:10]2)=[CH:15][CH:14]=1)[CH3:23] |f:1.2|. Reported procedure: To a solution of 2,2,2-trifluoro-N-(7-hydroxy-1,2,3,4-tetrahydro-naphthalen-2-yl)-N-propyl-acetamide (1.0 g, 3.32 mmol) in DMSO (30 mL) under an inert atmosphere was added a slurry of potassium t-butoxide (392 mg, 3.49 mmol, 1.05 eq.) in DMSO (10 mL). The reaction was stirred at room temperature for 30 min. and then ethyl iodide (0.32 mL, 3.98 mmol, 1.2 eq.) was added dropwise. The reaction mixture was stirred for 2 h, quenched with water, and extracted with EtOAc (2×50 mL). The combined organic...